This data is from the Open Reaction Database (ORD), a public repository of structured organic reaction records. The task is: describe an organic reaction: reactants, conditions, products, and yield Starting materials: FC(F)(F)c1cc(Cl)nc(-c2cccnc2)n1, Nc1cccc(Oc2ccccc2)c1. The product is FC(F)(F)c1cc(Nc2cccc(Oc3ccccc3)c2)nc(-c2cccnc2)n1. As a reaction SMILES: [Cl:1][c:2]1[n:3][c:4](-[c:12]2[cH:13][n:14][cH:15][cH:16][cH:17]2)[n:5][c:6]([C:8]([F:9])([F:10])[F:11])[cH:7]1.[O:18]([c:19]1[cH:20][cH:21][cH:22][cH:23][cH:24]1)[c:25]1[cH:26][c:27]([NH2:28])[cH:29][cH:30][cH:31]1>>[c:2]1([NH:28][c:27]2[cH:26][c:25]([O:18][c:19]3[cH:20][cH:21][cH:22][cH:23][cH:24]3)[cH:31][cH:30][cH:29]2)[n:3][c:4](-[c:12]2[cH:13][n:14][cH:15][cH:16][cH:17]2)[n:5][c:6]([C:8]([F:9])([F:10])[F:11])[cH:7]1. The reactants are C1(=NNCCCCCCCC1)C1=CCCCCCCCCC1 (diazabicycloundecene), BrC1=CC=CC(=N1)C(=O)O (6-bromo-2-pyridinecarboxylic acid), CS(=O)(=O)N (methanesulphonamide), C(=O)(N1C=NC=C1)N1C=NC=C1 (carbonyldiimidazole). The solvent is O1CCCC1 (tetrahydrofuran). Run at time 10 minute. The product is BrC1=CC=CC(=N1)C(=O)NS(=O)(=O)C (6-Bromo-N-(methylsulphonyl)pyridine-2-carboxamide). As a reaction SMILES: [Br:1][C:2]1[N:7]=[C:6]([C:8]([OH:10])=O)[CH:5]=[CH:4][CH:3]=1.C(N1C=CN=C1)(N1C=CN=C1)=O.[CH3:23][S:24]([NH2:27])(=[O:26])=[O:25].C1(C2CCCCCCCCCC=2)CCCCCCCCNN=1>O1CCCC1>[Br:1][C:2]1[N:7]=[C:6]([C:8]([NH:27][S:24]([CH3:23])(=[O:26])=[O:25])=[O:10])[CH:5]=[CH:4][CH:3]=1. Procedure: 5.40 g (26.7 mmol) of 6-bromo-2-pyridinecarboxylic acid were initially charged in 150 ml of tetrahydrofuran, 6.51 g (40.0 mmol) of carbonyldiimidazole were added and the mixture was boiled at reflux for 1 h. After cooling to room temperature, 3.81 g (40.0 mmol) of methanesulphonamide were added, the mixture was stirred for 10 min, then 6.10 g (40 mmol) of diazabicycloundecene (DBU) were added and the mixture was stirred at room temperature for 16 h. Reactants: COC1=CC=C(CN2N=CC3=C2N=CC=2CC(CCC32)NC(OC(C)(C)C)=O)C=C1 (tert-butyl 3-(4-methoxybenzyl)-6,7,8,9-tetrahydro-3H-pyrazolo[3,4-c]isoquinolin-7-ylcarbamate), COC1=CC=C(CN2N=CC3=C2N=CC=2CC(CCC32)N)C=C1 (3-(4-methoxy-benzyl)-6,7,8,9-tetrahydro-3H-pyrazolo[3,4-c]isoquinolin-7-ylamine), C(C)(C)(C)NC1CCC=2C3=C(N=CC2C1)N(N=C3)CC3=CC=C(C=C3)OC (N-tert-butyl-3-(4-methoxybenzyl)-6,7,8,9-tetrahydro-3H-pyrazolo[3,4-c]isoquinolin-7-amine). Solvent: FC(C(=O)O)(F)F (trifluoroacetic acid). Yields the product C(C)(C)(C)NC1CCC=2C3=C(N=CC2C1)NN=C3 (N-tert-butyl-6,7,8,9-tetrahydro-3H-pyrazolo[3,4-c]isoquinolin-7-amine), C(C)(C)(C)NC1CCC=2C3=C(N=CC2C1)N(N=C3)CC3=CC=C(C=C3)OC (N-tert-butyl-[3-(4-methoxy-benzyl)-6,7,8,9-tetrahydro-3H-pyrazolo[3,4-c]isoquinolin-7-yl]-amine). Isolated yield 12.0%. As a reaction SMILES: COC1C=CC(CN2C3N=CC4CC(NC(=O)OC(C)(C)C)CCC=4C=3C=N2)=CC=1.[C:31]([NH:35][CH:36]1[CH2:45][C:44]2[CH:43]=[N:42][C:41]3[N:46]([CH2:49][C:50]4[CH:55]=[CH:54][C:53]([O:56][CH3:57])=[CH:52][CH:51]=4)[N:47]=[CH:48][C:40]=3[C:39]=2[CH2:38][CH2:37]1)([CH3:34])([CH3:33])[CH3:32].COC1C=CC(CN2C3N=CC4CC(N)CCC=4C=3C=N2)=CC=1>FC(F)(F)C(O)=O>[C:31]([NH:35][CH:36]1[CH2:45][C:44]2[CH:43]=[N:42][C:41]3[NH:46][N:47]=[CH:48][C:40]=3[C:39]=2[CH2:38][CH2:37]1)([CH3:34])([CH3:32])[CH3:33].[C:31]([NH:35][CH:36]1[CH2:45][C:44]2[CH:43]=[N:42][C:41]3[N:46]([CH2:49][C:50]4[CH:51]=[CH:52][C:53]([O:56][CH3:57])=[CH:54][CH:55]=4)[N:47]=[CH:48][C:40]=3[C:39]=2[CH2:38][CH2:37]1)([CH3:34])([CH3:33])[CH3:32]. Procedure details: A solution of tert-butyl 3-(4-methoxybenzyl)-6,7,8,9-tetrahydro-3H-pyrazolo[3,4-c]isoquinolin-7-ylcarbamate (0.200 g, 0.49 mmol) in trifluoroacetic acid (2 mL) was heated at 65° C. for 16 hours. LC-Mass analysis of the reaction indicated the formation of both N-tert-butyl-3-(4-methoxybenzyl)-6,7,8,9-tetrahydro-3H-pyrazolo[3,4-c]isoquinolin-7-amine (LCMS [M+H]: 245, 45%, UV) and 3-(4-methoxy-benzyl)-6,7,8,9-tetrahydro-3H-pyrazolo[3,4-c]isoquinolin-7-ylamine (LCMS [M+H]: 189, 42%, UV). The reactio...